From a dataset of the Open Reaction Database (ORD), a public repository of structured organic reaction records. describe an organic reaction: reactants, conditions, products, and yield The reactants are CC(=O)NN, C1CCOC1, Cc1ccc(Cl)c(N=C=S)c1. Yields the product CC(=O)NNC(=S)Nc1cc(C)ccc1Cl. RXN SMILES: [C:12]([CH3:13])(=[O:14])[NH:15][NH2:16].[CH2:17]1[O:18][CH2:19][CH2:20][CH2:21]1.[Cl:1][c:2]1[c:3]([N:9]=[C:10]=[S:11])[cH:4][c:5]([CH3:8])[cH:6][cH:7]1>>[Cl:1][c:2]1[c:3]([NH:9][C:10](=[S:11])[NH:16][NH:15][C:12]([CH3:13])=[O:14])[cH:4][c:5]([CH3:8])[cH:6][cH:7]1. Starting materials: C(C)OC(=O)C=1C=NN(C1C(NC=1C=CC=2N(C1)N=C(N2)N2CCCC2)=O)C (1-Methyl-5-(2-pyrrolidin-1-yl-[1,2,4]triazolo[1,5-a]pyridin-6-ylcarbamoyl)-1H-pyrazole-4-carboxylic acid ethyl ester), CN1N=CC(=C1C(NC=1C=CC=2N(C1)N=C(N2)N2CCOCC2)=O)C(=O)O (1-Methyl-5-(2-morpholino-[1,2,4]triazolo[1,5-a]pyridin-6-ylcarbamoyl)-1H-pyrazole-4-carboxylic acid), solid. Yields the product CN1N=CC(=C1C(NC=1C=CC=2N(C1)N=C(N2)N2CCCC2)=O)C(=O)O (1-Methyl-5-(2-pyrrolidin-1-yl-[1,2,4]triazolo[1,5-a]pyridin-6-ylcarbamoyl)-1H-pyrazole-4-carboxylic acid). As a reaction SMILES: C([O:3][C:4]([C:6]1[CH:7]=[N:8][N:9]([CH3:28])[C:10]=1[C:11](=[O:27])[NH:12][C:13]1[CH:14]=[CH:15][C:16]2[N:17]([N:19]=[C:20]([N:22]3[CH2:26][CH2:25][CH2:24][CH2:23]3)[N:21]=2)[CH:18]=1)=[O:5])C.CN1C(C(=O)NC2C=CC3N(N=C(N4CCOCC4)N=3)C=2)=C(C(O)=O)C=N1>>[CH3:28][N:9]1[C:10]([C:11](=[O:27])[NH:12][C:13]2[CH:14]=[CH:15][C:16]3[N:17]([N:19]=[C:20]([N:22]4[CH2:23][CH2:24][CH2:25][CH2:26]4)[N:21]=3)[CH:18]=2)=[C:6]([C:4]([OH:5])=[O:3])[CH:7]=[N:8]1. Procedure details: Using 1-Methyl-5-(2-pyrrolidin-1-yl-[1,2,4]triazolo[1,5-a]pyridin-6-ylcarbamoyl)-1H-pyrazole-4-carboxylic acid ethyl ester, this compound was prepared following the same method as for the synthesis of 1-Methyl-5-(2-morpholino-[1,2,4]triazolo[1,5-a]pyridin-6-ylcarbamoyl)-1H-pyrazole-4-carboxylic acid. White solid (430 mg, 93%). MS: m/z=356 (M+H+). The product is Cc1ccc(-c2csc(NS(=O)(=O)c3ccc(C)cc3)n2)cc1. Reactants: Br, Cc1ccc(-c2csc(N)n2)cc1, Cl, Cc1ccc(S(=O)(=O)Cl)cc1, c1ccncc1. RXN SMILES: [BrH:1].[CH3:2][c:3]1[cH:4][cH:5][c:6](-[c:9]2[n:10][c:11]([NH2:14])[s:12][cH:13]2)[cH:7][cH:8]1.[ClH:26].[c:15]1([CH3:25])[cH:16][cH:17][c:18]([S:21](=[O:22])(=[O:23])[Cl:24])[cH:19][cH:20]1.[cH:27]1[cH:28][cH:29][n:30][cH:31][cH:32]1>>[CH3:2][c:3]1[cH:4][cH:5][c:6](-[c:9]2[n:10][c:11]([NH:14][S:21]([c:18]3[cH:17][cH:16][c:15]([CH3:25])[cH:20][cH:19]3)(=[O:22])=[O:23])[s:12][cH:13]2)[cH:7][cH:8]1. Starting materials: N#Cc1cc(Cl)cc(Oc2c(Cl)ccc(CBr)c2F)c1, CO, ClCCl, N. The product is N#Cc1cc(Cl)cc(Oc2c(Cl)ccc(CN)c2F)c1. As a reaction SMILES: [Br:1][CH2:2][c:3]1[c:4]([F:20])[c:5]([O:10][c:11]2[cH:12][c:13]([C:14]#[N:15])[cH:16][c:17]([Cl:19])[cH:18]2)[c:6]([Cl:9])[cH:7][cH:8]1.[CH3:25][OH:26].[Cl:22][CH2:23][Cl:24].[NH3:21]>>[CH2:2]([c:3]1[c:4]([F:20])[c:5]([O:10][c:11]2[cH:12][c:13]([C:14]#[N:15])[cH:16][c:17]([Cl:19])[cH:18]2)[c:6]([Cl:9])[cH:7][cH:8]1)[NH2:21]. Starting materials: C1COCCO1, CC(C)(C)[O-], Cc1cccc(C)c1O, CS(C)=O, [O-][n+]1nc(Cl)ccc1Cl, [K+], O. The product is Cc1cccc(C)c1Oc1ccc(Cl)[n+]([O-])n1. As a reaction SMILES: [CH2:10]1[O:11][CH2:12][CH2:13][O:14][CH2:15]1.[CH3:16][C:17]([CH3:18])([O-:19])[CH3:20].[CH3:1][c:2]1[c:3]([OH:9])[c:4]([CH3:8])[cH:5][cH:6][cH:7]1.[CH3:32][S:33]([CH3:34])=[O:35].[Cl:22][c:23]1[n:24][n+:25]([O-:30])[c:26]([Cl:29])[cH:27][cH:28]1.[K+:21].[OH2:31]>>[CH3:1][c:2]1[c:3]([O:9][c:23]2[n:24][n+:25]([O-:30])[c:26]([Cl:29])[cH:27][cH:28]2)[c:4]([CH3:8])[cH:5][cH:6][cH:7]1. The reactants are C(C)OC1=CC=C(C=C1)C(CC(=O)OC)C(F)(F)F (methyl 3-(4-ethoxyphenyl)-4,4,4-trifluorobutanoate), [H-].C(C(C)C)[Al+]CC(C)C (diisobutylaluminium hydride), C(C)(=O)O (acetic acid), S(=O)(=O)([O-])[O-].[Na+].[Na+] (sodium sulphate). The solvent is C1(=CC=CC=C1)C (toluene), C1(=CC=CC=C1)C (toluene), O (water). Reaction conditions: temperature -78 celsius, time 2 hour. The product is C(C)OC1=CC=C(C=C1)C(CC=O)C(F)(F)F (3-(4-ethoxyphenyl)-4,4,4-trifluorobutanal). As a reaction SMILES: [CH2:1]([O:3][C:4]1[CH:9]=[CH:8][C:7]([CH:10]([C:16]([F:19])([F:18])[F:17])[CH2:11][C:12](OC)=[O:13])=[CH:6][CH:5]=1)[CH3:2].[H-].C([Al+]CC(C)C)C(C)C.C(O)(=O)C.S([O-])([O-])(=O)=O.[Na+].[Na+]>C1(C)C=CC=CC=1.O>[CH2:1]([O:3][C:4]1[CH:5]=[CH:6][C:7]([CH:10]([C:16]([F:17])([F:18])[F:19])[CH2:11][CH:12]=[O:13])=[CH:8][CH:9]=1)[CH3:2] |f:1.2,4.5.6|. Procedure details: To a solution of methyl 3-(4-ethoxyphenyl)-4,4,4-trifluorobutanoate (2.0 g, 7.2×10-3 moles) in toluene (25 cm3) at -78° C. was added one molar diisobutylaluminium hydride (7.2 ml, 7.2×10-3 moles) in toluene. The resulting solution was stirred at -78° C. for two hours before quenching the reaction by the sequential addition of acetic acid (0.48 cm3, 8.4×10-3 moles), water (1 cm3) and sodium sulphate (10 g). The resulting slurry was allowed to warm to room temperature and after a further twenty mi...